The task is: describe an organic reaction: reactants, conditions, products, and yield. This data is from the Open Reaction Database (ORD), a public repository of structured organic reaction records. Reactants: ClC1=C(C=C2C=CNC2=C1)C1=CC=C(C=C1)OC (6-Chloro-5-(4-methoxy-phenyl)-1H-indole), (chloromethylene)dimethyliminium chloride, CC#N (MeCN), [OH-].[Na+] (NaOH). Run in O (water). Conditions: temperature 100 celsius. Yields the product ClC1=C(C=C2C(=CNC2=C1)C=O)C1=CC=C(C=C1)OC (6-Chloro-5-(4-methoxy-phenyl)-1H-indole-3-carbaldehyde). Reaction SMILES: [Cl:1][C:2]1[CH:10]=[C:9]2[C:5]([CH:6]=[CH:7][NH:8]2)=[CH:4][C:3]=1[C:11]1[CH:16]=[CH:15][C:14]([O:17][CH3:18])=[CH:13][CH:12]=1.[CH3:19]C#N.[OH-:22].[Na+]>O>[Cl:1][C:2]1[CH:10]=[C:9]2[C:5]([C:6]([CH:19]=[O:22])=[CH:7][NH:8]2)=[CH:4][C:3]=1[C:11]1[CH:16]=[CH:15][C:14]([O:17][CH3:18])=[CH:13][CH:12]=1 |f:2.3|. Procedure: 6-Chloro-5-(4-methoxy-phenyl)-1H-indole (25.0 g, 97 mmol), (chloromethylene)dimethyliminium chloride (18.8 g, 147 mmol) and MeCN (100 mL) were stirred at room temperature for 20 minutes. To the resulting bright yellow slurry was added 1N NaOH (400 mL, 400 mmol) and water (400 mL). The reaction mixture was heated to 100° C. for 45 minutes, then cooled to 0° C. The slurry was filtered, and the collected solid was washed with water and air dried to afford the title compound as a yellow solid. MS (E...